From a dataset of the Open Reaction Database (ORD), a public repository of structured organic reaction records. describe an organic reaction: reactants, conditions, products, and yield Starting materials: CN, CO, OC(CCCl)c1cccs1, [Na+], [OH-], O. Yields the product CNCCC(O)c1cccs1. Reaction SMILES: [CH3:11][NH2:12].[CH3:15][OH:16].[Cl:1][CH2:2][CH2:3][CH:4]([OH:5])[c:6]1[s:7][cH:8][cH:9][cH:10]1.[Na+:14].[OH-:13].[OH2:17]>>[CH2:2]([CH2:3][CH:4]([OH:5])[c:6]1[s:7][cH:8][cH:9][cH:10]1)[NH:12][CH3:11]. The reactants are solution, CN (methylamine), C(C)OC(C1=CC(=CC(=C1)[N+](=O)[O-])C(=O)Cl)=O (3-chlorocarbonyl-5-nitro-benzoic acid ethyl ester). The solvent is C1CCOC1 (THF), C1CCOC1 (THF). Run at time 20 minute. The product is C(C)OC(C1=CC(C(=O)NC)=CC(=C1)[N+](=O)[O-])=O (N-Methyl-5-nitro-isophthalamic acid ethyl ester). Reaction SMILES: [CH3:1][NH2:2].[CH2:3]([O:5][C:6](=[O:19])[C:7]1[CH:12]=[C:11]([N+:13]([O-:15])=[O:14])[CH:10]=[C:9]([C:16](Cl)=[O:17])[CH:8]=1)[CH3:4]>C1COCC1>[CH2:3]([O:5][C:6](=[O:19])[C:7]1[CH:12]=[C:11]([N+:13]([O-:15])=[O:14])[CH:10]=[C:9]([C:16]([NH:2][CH3:1])=[O:17])[CH:8]=1)[CH3:4]. Procedure: To a 2M solution of methylamine in THF (256 ml) at −20° C. was added a pre-cooled solution of 3-chlorocarbonyl-5-nitro-benzoic acid ethyl ester (60 g) in THF (500 ml) dropwise. This was stirred for 20 min and then filtered. The filtrate was concentrated in vacuum and the solid recrystallised from diethyl ether to give the title compound (22.5 g) as a solid. An oxalyl chloride solution in DCM (63 ml, 2M), was added with DMF (5 ml). The reaction was stirred for 2 h and then concentrated in vacuum.... Starting materials: C1(CCC1)C1=NC(=C2N1C=CN=C2N)I (3-cyclobutyl-1-iodoimidazo[1,5-a]pyrazin-8-ylamine), N1=C(C=CC=C1)C1=NC2=CC(=CC=C2C=C1)B1CC(C(O1)(C)C)(C)C (2-pyridin-2-yl-7-(4,4,5,5-tetramethyl-[2,3,2]dioxaborolan-2-yl)-quinoline), C(=O)([O-])[O-].[Na+].[Na+] (Na2CO3), O (H2O). Reagents/catalysts: C=1C=CC(=CC1)[P](C=2C=CC=CC2)(C=3C=CC=CC3)[Pd]([P](C=4C=CC=CC4)(C=5C=CC=CC5)C=6C=CC=CC6)([P](C=7C=CC=CC7)(C=8C=CC=CC8)C=9C=CC=CC9)[P](C=1C=CC=CC1)(C=1C=CC=CC1)C=1C=CC=CC1 (Pd(PPh3)4). Run in CN(C)C=O (DMF). Run at temperature 80 celsius. Product: C1(CCC1)C1=NC(=C2N1C=CN=C2N)C2=CC=C1C=CC(=NC1=C2)C2=NC=CC=C2 (3-cyclobutyl-1-(2-pyridin-2-ylquinolin-7-yl)-imidazo[1,5-a]pyrazin-8-ylamine). RXN SMILES: [CH:1]1([C:5]2[N:9]3[CH:10]=[CH:11][N:12]=[C:13]([NH2:14])[C:8]3=[C:7](I)[N:6]=2)[CH2:4][CH2:3][CH2:2]1.[N:16]1[CH:21]=[CH:20][CH:19]=[CH:18][C:17]=1[C:22]1[CH:31]=[CH:30][C:29]2[C:24](=[CH:25][C:26](B3OC(C)(C)C(C)(C)C3)=[CH:27][CH:28]=2)[N:23]=1.C([O-])([O-])=O.[Na+].[Na+].O>CN(C=O)C.C1C=CC([P]([Pd]([P](C2C=CC=CC=2)(C2C=CC=CC=2)C2C=CC=CC=2)([P](C2C=CC=CC=2)(C2C=CC=CC=2)C2C=CC=CC=2)[P](C2C=CC=CC=2)(C2C=CC=CC=2)C2C=CC=CC=2)(C2C=CC=CC=2)C2C=CC=CC=2)=CC=1>[CH:1]1([C:5]2[N:9]3[CH:10]=[CH:11][N:12]=[C:13]([NH2:14])[C:8]3=[C:7]([C:26]3[CH:25]=[C:24]4[C:29]([CH:30]=[CH:31][C:22]([C:17]5[CH:18]=[CH:19][CH:20]=[CH:21][N:16]=5)=[N:23]4)=[CH:28][CH:27]=3)[N:6]=2)[CH2:4][CH2:3][CH2:2]1 |f:2.3.4,^1:56,58,77,96|. Procedure: The mixture of 3-cyclobutyl-1-iodoimidazo[1,5-a]pyrazin-8-ylamine (62.8 mg 0.200 mmol), 2-pyridin-2-yl-7-(4,4,5,5-tetramethyl-[2,3,2]dioxaborolan-2-yl)-quinoline(79.1 mg, 1.2 eq.), Pd(PPh3)4 (14.0 mg, 6% eq.) and Na2CO3 (53.0 mg, 2.5 eq.) in DMF (5 ml)/H2O (1 ml) was flushed with N2 for 30 min at rt and heated at 80° C. for 16 h under N2. After that time, the reaction mixture was treated with H2O (20 ml), and was then extracted with CH2Cl2 (2×25 ml). The extracts were washed with H2O (2×20 ml), ...